This data is from the Open Reaction Database (ORD), a public repository of structured organic reaction records. The task is: describe an organic reaction: reactants, conditions, products, and yield Starting materials: Cl (HCl), C(CCl)Cl (EDC), C=1C=CC2=C(C1)N=NN2O (HOBT), C(=O)(OC(C)(C)C)NC(C(=O)O)CCC (N-Boc-aminovaleric acid), N(C)OC (HN(Me)OMe), CN1CCOCC1 (NMM). The solvent is CC#N (CH3CN). Reaction conditions: time 18 hour. Yields the product C(C)(C)(C)OC(NCCCCC(N(C)OC)=O)=O ([4-(Methoxy-methyl-carbamoyl)-butyl]-carbamic acid tert-butyl ester). RXN SMILES: [C:1]([NH:8][CH:9]([CH2:13][CH2:14][CH3:15])C(O)=O)([O:3][C:4]([CH3:7])([CH3:6])[CH3:5])=[O:2].Cl.N([O:19][CH3:20])C.C(Cl)CCl.C1C=CC2N([OH:34])N=NC=2C=1.C[N:36]1[CH2:41]COC[CH2:37]1>CC#N>[C:4]([O:3][C:1](=[O:2])[NH:8][CH2:9][CH2:13][CH2:14][CH2:15][C:41](=[O:34])[N:36]([O:19][CH3:20])[CH3:37])([CH3:5])([CH3:6])[CH3:7]. Procedure details: N-Boc-aminovaleric acid 21-1 (92 mmol) was dissolved in CH3CN (300ml) and then treated with HCl.HN(Me)OMe (10.8 g, 110 mmol), EDC (17.6g, 92 mmol), HOBT (12.4 g, 92 mmol) and NMM (61 mL, 552 mmol). The mixture was stirred for 18 hours and then concentrated. The residue was dissolved in ethyl acetate, washed with H2O, 10% KHSO4, sat. NaHCO3, brine, dried (MgSO4), and concentrated to give amide 21-2 as a brown oil.